Dataset: the Open Reaction Database (ORD), a public repository of structured organic reaction records. Task: describe an organic reaction: reactants, conditions, products, and yield Reactants: NC=1SC(=C(N1)C(=O)N1[C@@H]([C@H]2C[C@H]2C1)CN)C1=CC(=CC=C1)F ([2-Amino-5-(3-fluoro-phenyl)-thiazol-4-yl]-((1S,2S,5R)-2-aminomethyl-3-aza-bicyclo[3.1.0]hex-3-yl)-methanone), CC=1N=C2N(C=CC=C2C)C1C(=O)O (2,8-Dimethyl-imidazo[1,2-a]pyridine-3-carboxylic acid). Yields the product NC=1SC(=C(N1)C(=O)N1[C@@H]([C@H]2C[C@H]2C1)CNC(=O)C1=C(N=C2N1C=CC=C2C)C)C2=CC(=CC=C2)F (2,8-Dimethyl-imidazo[1,2-a]pyridine-3-carboxylic Acid{(1S,2S,5R)-3-[2-amino-5-(3-fluoro-phenyl)-thiazole-4-carbonyl]-3-aza-bicyclo[3.1.0]hex-2-ylmethyl}-amide). Reaction SMILES: [NH2:1][C:2]1[S:3][C:4]([C:17]2[CH:22]=[CH:21][CH:20]=[C:19]([F:23])[CH:18]=2)=[C:5]([C:7]([N:9]2[CH2:14][C@H:13]3[C@H:11]([CH2:12]3)[C@H:10]2[CH2:15][NH2:16])=[O:8])[N:6]=1.[CH3:24][C:25]1[N:26]=[C:27]2[C:32]([CH3:33])=[CH:31][CH:30]=[CH:29][N:28]2[C:34]=1[C:35](O)=[O:36]>>[NH2:1][C:2]1[S:3][C:4]([C:17]2[CH:22]=[CH:21][CH:20]=[C:19]([F:23])[CH:18]=2)=[C:5]([C:7]([N:9]2[CH2:14][C@H:13]3[C@H:11]([CH2:12]3)[C@H:10]2[CH2:15][NH:16][C:35]([C:34]2[N:28]3[CH:29]=[CH:30][CH:31]=[C:32]([CH3:33])[C:27]3=[N:26][C:25]=2[CH3:24])=[O:36])=[O:8])[N:6]=1. Procedure details: prepared by reaction of [2-Amino-5-(3-fluoro-phenyl)-thiazol-4-yl]-((1S,2S,5R)-2-aminomethyl-3-aza-bicyclo[3.1.0]hex-3-yl)-methanone with 2,8-Dimethyl-imidazo[1,2-a]pyridine-3-carboxylic acid. Reactants: CN[C@@H]1C[C@H]2O[C@@](C)([C@@H]1OC)n1c3ccccc3c3c4c(c5c6ccccc6n2c5c31)C(=O)NC4 (staurosporine), Cc1ccc(C=O)cc1C. Reagents/catalysts: CC(C)[O-].CC(C)[O-].CC(C)[O-].CC(C)[O-].[Ti+4] (Ti(OiPr)4), CC(=O)O (acetic acid), CC(=O)O[BH-](OC(C)=O)OC(C)=O.[Na+] (Sodium triacetoxyborohydride). The solvent is CC(=O)N(C)C (DMA), CC(=O)N(C)C (DMA), CC(=O)N(C)C (DMA), CC(=O)N(C)C (DMA), CC(=O)N(C)C (DMA), CC(=O)N(C)C (DMA), CC(=O)N(C)C (DMA). Conditions: temperature 22 celsius, time 18 hour. The product is CO[C@@H]1[C@@H](C[C@H]2O[C@]1(C)n3c4ccccc4c5c6CNC(=O)c6c7c8ccccc8n2c7c35)N(C)Cc9ccc(C)c(C)c9, CN[C@@H]1C[C@H]2O[C@@](C)([C@@H]1OC)n1c3ccccc3c3c4c(c5c6ccccc6n2c5c31)C(=O)NC4 (Staurosporine), c1ccc(-c2ccccc2)cc1 (biphenyl), Cc1ccc(CO)cc1C. Reactants: O=C([O-])O, CCOC(=O)CCN(CC(=O)OCC)Cc1ccccc1, CC(C)(C)[O-], Cc1ccccc1, CCOC(C)=O, Cl, [K+], [Na+]. As a reaction SMILES: [C:29](=[O:30])([OH:31])[O-:32].[CH2:1]([c:2]1[cH:3][cH:4][cH:5][cH:6][cH:7]1)[N:8]([CH2:9][C:10](=[O:11])[O:12][CH2:13][CH3:14])[CH2:15][CH2:16][C:17](=[O:18])[O:19][CH2:20][CH3:21].[CH3:22][C:23]([CH3:24])([O-:25])[CH3:26].[CH3:34][c:35]1[cH:36][cH:37][cH:38][cH:39][cH:40]1.[CH3:41][CH2:42][O:43][C:44](=[O:45])[CH3:46].[ClH:28].[K+:27].[Na+:33]>>[CH2:1]([c:2]1[cH:3][cH:4][cH:5][cH:6][cH:7]1)[N:8]1[CH2:9][C:10](=[O:11])[CH:16]([C:17](=[O:18])[O:19][CH2:20][CH3:21])[CH2:15]1. The product is CCOC(=O)C1CN(Cc2ccccc2)CC1=O. Reactants: [OH-].[Na+] (sodium hydroxide), C(C1=CC=CC=C1)OC1=C(OC=CC1=O)C (3-Benzyloxy-2-methyl-4-pyrone), Cl (hydrochloric acid), C(C1=CC=CC=C1)OC1=C(OC=CC1=O)C.C(C)(=O)N1C(=C(C(C=C1)=O)O)C (1-acetyl-3-hydroxy-2-methylpyrid-4-one 3-Benzyloxy-2-methyl-4-pyrone), OCCN (2-hydroxyethylamine). The solvent is C(C)O (ethanol), O (water). Run at time 6 day. Yields the product C(C1=CC=CC=C1)OC1=C(N(C=CC1=O)CCO)C (3-benzyloxy-1-(2'-hydroxyethyl)-2-methylpyrid-4-one). As a reaction SMILES: [CH2:1]([O:8][C:9]1[C:14](=[O:15])[CH:13]=[CH:12]O[C:10]=1[CH3:16])[C:2]1[CH:7]=[CH:6][CH:5]=[CH:4][CH:3]=1.C(OC1C(=O)C=COC=1C)C1C=CC=CC=1.C([N:36]1C=CC(=O)[C:38]([OH:43])=[C:37]1C)(=O)C.OCCN.[OH-].[Na+].Cl>O.C(O)C>[CH2:1]([O:8][C:9]1[C:14](=[O:15])[CH:13]=[CH:12][N:36]([CH2:37][CH2:38][OH:43])[C:10]=1[CH3:16])[C:2]1[CH:3]=[CH:4][CH:5]=[CH:6][CH:7]=1 |f:1.2,4.5|. Procedure details: 3-Benzyloxy-2-methyl-4-pyrone (4.8 g), prepared as described under (J), and 2-hydroxyethylamine (1.22 g) are dissolved in water (220 ml) and ethanol (100 ml) containing sodium hydroxide (2 g) is added. The mixture is stirred at room temperature for 6 days and is then acidified with concentrated hydrochloric acid to pH 2, and evaporated to dryness. The resulting colourless solid is washed with water and extracted into chloroform (2×50 ml). The chloroform extracts are combined, dried over magnesiu... Reactants: [N+](=O)([O-])C1=CC=C(OC(C(=O)O)CCCCCCCCCCCC)C=C1 (2-(p-nitrophenoxy)-myristic acid), S(=O)(Cl)Cl (thionyl chloride). Product: [N+](=O)([O-])C1=CC=C(OC(C(=O)Cl)CCCCCCCCCCCC)C=C1 (2-(p-nitrophenoxy]-myristoyl chloride). As a reaction SMILES: [N+:1]([C:4]1[CH:26]=[CH:25][C:7]([O:8][CH:9]([CH2:13][CH2:14][CH2:15][CH2:16][CH2:17][CH2:18][CH2:19][CH2:20][CH2:21][CH2:22][CH2:23][CH3:24])[C:10](O)=[O:11])=[CH:6][CH:5]=1)([O-:3])=[O:2].S(Cl)([Cl:29])=O>>[N+:1]([C:4]1[CH:26]=[CH:25][C:7]([O:8][CH:9]([CH2:13][CH2:14][CH2:15][CH2:16][CH2:17][CH2:18][CH2:19][CH2:20][CH2:21][CH2:22][CH2:23][CH3:24])[C:10]([Cl:29])=[O:11])=[CH:6][CH:5]=1)([O-:3])=[O:2]. Procedure details: An amount of 550 g of 2-(p-nitrophenoxy)-myristic acid is heated together with 550 ml of thionyl chloride for 1 h to 60° C. so that a solution is obtained. The excess thionyl chloride is filtered off. Yield: 585 g (100%) of 2-(p-nitrophenoxyl]-myristoyl chloride (oil). Reactants: P(O)(O)=O.C(C)C(F)(C(=O)O)CC (diethylcarboxyfluoromethane phosphonate), COC(=O)CCCC=O (4-methoxycarbonylbutanal), C(CCC)[Li] (n-Butyl lithium), CCCCCC (hexane). Solvent: C1CCOC1 (THF), C1CCOC1 (THF), C1CCOC1 (THF). Conditions: temperature -78 celsius, time 30 minute. Yields the product FC(C(=O)O)=CCCCC(=O)OC (2-fluoro-6-methoxycarbonyl-2-hexenoic acid). Isolated yield 76.0%. RXN SMILES: C([Li])CCC.CCCCCC.P(=O)(O)O.C([C:18]([CH2:23][CH3:24])([C:20]([OH:22])=[O:21])[F:19])C.[CH3:25][O:26][C:27]([CH2:29][CH2:30]CC=O)=[O:28]>C1COCC1>[F:19][C:18](=[CH:23][CH2:24][CH2:30][CH2:29][C:27]([O:26][CH3:25])=[O:28])[C:20]([OH:22])=[O:21] |f:2.3|. Procedure details: n-Butyl lithium (a hexane solution with f=1.69, 20.7 ml) was dissolved in THF (57 ml), and the solution was cooled to -78° C. To this solution, a solution of diethylcarboxyfluoromethane phosphonate (3.48 g, 16.3 mmol) in THF (25 ml) was dropwise added at -78° C. The mixture was stirred at the same temperature for 30 minutes. To this reaction solution, a solution of 4-methoxycarbonylbutanal (2.11 g, 16.3 mmol) in THF (16 ml) was dropwise added at -78° C., and the mixture was stirred at the same t... The reactants are COc1cc(OC)c(F)c(C(=Nc2ccc(C#N)cc2)C(=N)SC)c1, Cc1ccccc1, CCOC(C)=O, COC(=O)Cl, O=S(=O)(O)O, Cc1cc(C)nc(C)c1. The product is COC(=O)N=C(SC)C(=Nc1ccc(C#N)cc1)c1cc(OC)cc(OC)c1F. Reaction SMILES: [CH3:15][S:16][C:17]([C:18]([c:19]1[c:20]([F:29])[c:21]([O:27][CH3:28])[cH:22][c:23]([O:25][CH3:26])[cH:24]1)=[N:30][c:31]1[cH:32][cH:33][c:34]([C:37]#[N:38])[cH:35][cH:36]1)=[NH:39].[CH3:45][c:46]1[cH:47][cH:48][cH:49][cH:50][cH:51]1.[CH3:52][CH2:53][O:54][C:55](=[O:56])[CH3:57].[Cl:10][C:11](=[O:12])[O:13][CH3:14].[S:40](=[O:41])(=[O:42])([OH:43])[OH:44].[n:1]1[c:2]([CH3:3])[cH:4][c:5]([CH3:6])[cH:7][c:8]1[CH3:9]>>[C:11](=[O:12])([O:13][CH3:14])[N:39]=[C:17]([S:16][CH3:15])[C:18]([c:19]1[c:20]([F:29])[c:21]([O:27][CH3:28])[cH:22][c:23]([O:25][CH3:26])[cH:24]1)=[N:30][c:31]1[cH:32][cH:33][c:34]([C:37]#[N:38])[cH:35][cH:36]1. The reactants are FC(COC1=CC=C(C=C1)N1C=NN(C1=O)[C@@H](C(=O)Cl)C)(C(F)F)F ((2R)-2-[4-[4-(2,2,3,3-Tetrafluoropropoxy)phenyl]-4,5-dihydro-5-oxo-1H-1,2,4-triazol-1-yl]propanoyl chloride), [Cl-].[Al+3].[Cl-].[Cl-] (aluminium chloride), FC1=CC(=CC=C1)F (1,3-difluorobenzene), ice water. The solvent is ClCCl (dichloromethane). Yields the product FC1=C(C=CC(=C1)F)C([C@@H](C)N1N=CN(C1=O)C1=CC=C(C=C1)OCC(C(F)F)(F)F)=O (2-[(1R)-2-(2,4-difluorophenyl)-2-oxo-1-methylethyl]-4-[4-(2,2,3,3-tetrafluoropropoxy)phenyl]-3(2H,4H)-1,2,4-triazolone). The yield is 61.0%. As a reaction SMILES: [F:1][C:2]([F:25])([CH:22]([F:24])[F:23])[CH2:3][O:4][C:5]1[CH:10]=[CH:9][C:8]([N:11]2[C:15](=[O:16])[N:14]([C@H:17]([CH3:21])[C:18](Cl)=[O:19])[N:13]=[CH:12]2)=[CH:7][CH:6]=1.[Cl-].[Al+3].[Cl-].[Cl-].[F:30][C:31]1[CH:36]=[CH:35][CH:34]=[C:33]([F:37])[CH:32]=1>ClCCl>[F:30][C:31]1[CH:32]=[C:33]([F:37])[CH:34]=[CH:35][C:36]=1[C:18](=[O:19])[C@H:17]([N:14]1[C:15](=[O:16])[N:11]([C:8]2[CH:9]=[CH:10][C:5]([O:4][CH2:3][C:2]([F:25])([F:1])[CH:22]([F:24])[F:23])=[CH:6][CH:7]=2)[CH:12]=[N:13]1)[CH3:21] |f:1.2.3.4|. Procedure details: (2R)-2-[4-[4-(2,2,3,3-Tetrafluoropropoxy)phenyl]-4,5-dihydro-5-oxo-1H-1,2,4-triazol-1-yl]propanoyl chloride (1 g) was dissolved in 20 ml of dichloromethane, to which 2.5 ml of 1,3-difluorobenzene and 1.50 g of anhydrous aluminium chloride in a powdery form were added. The mixture was refluxed with heating for eight hours. After cooling, the reaction solution was poured into 50 ml of ice water and extracted from a mixture of 100 ml of ethyl acetate and 50 ml of diisopropyl ether. The extract was ... The reactants are CO, COC(=O)CCC(=O)c1cn(Cc2ccc(Br)cc2)c2ccc(Cl)cc12, Cl, [Na+], C1CCOC1, [OH-], O. Product: O=C(O)CCC(=O)c1cn(Cc2ccc(Br)cc2)c2ccc(Cl)cc12. Reaction SMILES: [CH3:35][OH:36].[CH3:3][O:4][C:5]([CH2:6][CH2:7][C:8](=[O:9])[c:10]1[cH:11][n:12]([CH2:20][c:21]2[cH:22][cH:23][c:24]([Br:27])[cH:25][cH:26]2)[c:13]2[cH:14][cH:15][c:16]([Cl:19])[cH:17][c:18]12)=[O:28].[ClH:29].[Na+:2].[O:30]1[CH2:31][CH2:32][CH2:33][CH2:34]1.[OH-:1].[OH2:37]>>[O:4]=[C:5]([CH2:6][CH2:7][C:8](=[O:9])[c:10]1[cH:11][n:12]([CH2:20][c:21]2[cH:22][cH:23][c:24]([Br:27])[cH:25][cH:26]2)[c:13]2[cH:14][cH:15][c:16]([Cl:19])[cH:17][c:18]12)[OH:28]. The reactants are CCCCCCCC1(SCC)CCC(C2CCC(CCCCC)CC2)CC1, CC(=O)O, OO. Product: CCCCCCCC1(S(=O)CC)CCC(C2CCC(CCCCC)CC2)CC1. Reaction SMILES: [CH2:3]([CH2:4][CH2:5][CH2:6][CH3:7])[CH:8]1[CH2:9][CH2:10][CH:11]([CH:14]2[CH2:15][CH2:16][C:17]([S:20][CH2:21][CH3:22])([CH2:23][CH2:24][CH2:25][CH2:26][CH2:27][CH2:28][CH3:29])[CH2:18][CH2:19]2)[CH2:12][CH2:13]1.[CH3:30][C:31](=[O:32])[OH:33].[OH:1][OH:2]>>[O:1]=[S:20]([C:17]1([CH2:23][CH2:24][CH2:25][CH2:26][CH2:27][CH2:28][CH3:29])[CH2:16][CH2:15][CH:14]([CH:11]2[CH2:10][CH2:9][CH:8]([CH2:3][CH2:4][CH2:5][CH2:6][CH3:7])[CH2:13][CH2:12]2)[CH2:19][CH2:18]1)[CH2:21][CH3:22].